From a dataset of the Open Reaction Database (ORD), a public repository of structured organic reaction records. describe an organic reaction: reactants, conditions, products, and yield Yields the product COc1ccc2cc(C3(C(C)Br)OCC(C)(C)CO3)ccc2c1. Reactants: COc1ccc2cc(C3(C(C)Br)OCC(C)(C)CO3)ccc2c1Br, Br, Cc1ccccc1, [Na+], [Na+], O=[N+]([O-])c1ccccc1, O=C([O-])[O-], Oc1ccccc1. Reaction SMILES: [Br:1][CH:2]([CH3:3])[C:4]1([c:12]2[cH:13][c:14]3[cH:15][cH:16][c:17]([O:23][CH3:24])[c:18]([Br:22])[c:19]3[cH:20][cH:21]2)[O:5][CH2:6][C:7]([CH3:10])([CH3:11])[CH2:8][O:9]1.[BrH:34].[CH3:48][c:49]1[cH:50][cH:51][cH:52][cH:53][cH:54]1.[Na+:42].[Na+:43].[O-:25][N+:26]([c:27]1[cH:28][cH:29][cH:30][cH:31][cH:32]1)=[O:33].[O-:44][C:45](=[O:46])[O-:47].[OH:35][c:36]1[cH:37][cH:38][cH:39][cH:40][cH:41]1>>[Br:1][CH:2]([CH3:3])[C:4]1([c:12]2[cH:13][c:14]3[cH:15][cH:16][c:17]([O:23][CH3:24])[cH:18][c:19]3[cH:20][cH:21]2)[O:5][CH2:6][C:7]([CH3:10])([CH3:11])[CH2:8][O:9]1.